From a dataset of the Open Reaction Database (ORD), a public repository of structured organic reaction records. describe an organic reaction: reactants, conditions, products, and yield Reactants: C(N)(=O)C1=C(OCC(CN2CCN(CC2)C2=C(C=CC=C2)OC)O)C=CC=C1 (1-(2-carbamoylphenoxy)-3-[4-(2-methoxyphenyl)piperazinyl]propan-2-ol), Cl (hydrochloric acid), C([O-])([O-])=O.[K+].[K+] (potassium carbonate). The product is C(=O)(O)C1=C(OCC(CN2CCN(CC2)C2=C(C=CC=C2)OC)O)C=CC=C1 (1-(2-carboxyphenoxy)-3-[4-(2-methoxyphenyl)piperazin-1-yl]propan-2-ol). As a reaction SMILES: [C:1]([C:4]1[CH:28]=[CH:27][CH:26]=[CH:25][C:5]=1[O:6][CH2:7][CH:8]([OH:24])[CH2:9][N:10]1[CH2:15][CH2:14][N:13]([C:16]2[CH:21]=[CH:20][CH:19]=[CH:18][C:17]=2[O:22][CH3:23])[CH2:12][CH2:11]1)(=[O:3])N.Cl.C(=O)([O-])[O-:31].[K+].[K+]>>[C:1]([C:4]1[CH:28]=[CH:27][CH:26]=[CH:25][C:5]=1[O:6][CH2:7][CH:8]([OH:24])[CH2:9][N:10]1[CH2:15][CH2:14][N:13]([C:16]2[CH:21]=[CH:20][CH:19]=[CH:18][C:17]=2[O:22][CH3:23])[CH2:12][CH2:11]1)([OH:3])=[O:31] |f:2.3.4|. Procedure: A solution consisting of 45 g. of 1-(2-carbamoylphenoxy)-3-[4-(2-methoxyphenyl)piperazinyl]propan-2-ol dissolved in 200 ml. of 40% aqueous hydrochloric acid was refluxed for a period of 2 hours and then allowed to cool to room temperature. Upon completion of this step, the resulting reaction mixture was adjusted to approximately pH 6-7 with aqueous potassium carbonate and the solid material which precipitated at this point was thereafter collected by means of suction filtration and subsequently ... Starting materials: O=C([O-])O, C1COCCO1, CCOC(=O)c1cc2ccc(C(F)(F)F)nc2n(C)c1=O, [Li+], [Na+], [OH-], O, O. Yields the product Cn1c(=O)c(C(=O)O)cc2ccc(C(F)(F)F)nc21. Reaction SMILES: [C:26](=[O:27])([O-:28])[OH:29].[CH2:31]1[O:32][CH2:33][CH2:34][O:35][CH2:36]1.[CH3:1][n:2]1[c:3](=[O:21])[c:4]([C:16](=[O:17])[O:18][CH2:19][CH3:20])[cH:5][c:6]2[cH:7][cH:8][c:9]([C:12]([F:13])([F:14])[F:15])[n:10][c:11]12.[Li+:24].[Na+:30].[OH-:23].[OH2:22].[OH2:25]>>[CH3:1][n:2]1[c:3](=[O:21])[c:4]([C:16](=[O:17])[OH:18])[cH:5][c:6]2[cH:7][cH:8][c:9]([C:12]([F:13])([F:14])[F:15])[n:10][c:11]12. The reactants are CO, [Na+], [OH-], O, COC(=O)c1cnc2cn[nH]c2c1. Yields the product O=C(O)c1cnc2cn[nH]c2c1. Reaction SMILES: [CH3:16][OH:17].[Na+:15].[OH-:14].[OH2:18].[nH:1]1[n:2][cH:3][c:4]2[n:5][cH:6][c:7]([C:10](=[O:11])[O:12][CH3:13])[cH:8][c:9]12>>[nH:1]1[n:2][cH:3][c:4]2[n:5][cH:6][c:7]([C:10](=[O:11])[OH:12])[cH:8][c:9]12. Starting materials: C(#N)C1=C(C=CC=C1)C=CC=CC(=O)OC (Methyl 5-(2-cyanophenyl)-2,4-pentadienoate). Reagents/catalysts: [Pd] (palladium black). The solvent is CO (methanol). Run at time 6 hour. Yields the product C(#N)C1=C(C=CC=C1)CCCCC(=O)OC (Methyl 5-(2-cyanophenyl)pentanoate). As a reaction SMILES: [C:1]([C:3]1[CH:8]=[CH:7][CH:6]=[CH:5][C:4]=1[CH:9]=[CH:10][CH:11]=[CH:12][C:13]([O:15][CH3:16])=[O:14])#[N:2]>CO.[Pd]>[C:1]([C:3]1[CH:8]=[CH:7][CH:6]=[CH:5][C:4]=1[CH2:9][CH2:10][CH2:11][CH2:12][C:13]([O:15][CH3:16])=[O:14])#[N:2]. Reported procedure: Methyl 5-(2-cyanophenyl)-2,4-pentadienoate (15.2 g, 71.4 mmol) was dissolved in methanol (600 ml). After adding palladium black (0.6 g), the solution was subjected to catalytic reduction for 6 hours at room temperature and atmospheric pressure. After the reaction, the catalyst was filtered off and the filtrate was concentrated under vacuum to give an oily product in an amount of 16.47 g (yield: quantitative). Reactants: C(C1=CC=CC=C1)(=O)N=C=S (benzoyl isothiocyanate), NC[C@@H]1CN([C@@H]2CC3=CNC4=CC=CC([C@@H]2C1)=C34)C (8α-aminomethyl-6-methyl-10β-ergoline). Solvent: C(C)#N (acetonitrile). The product is CN1C[C@H](C[C@H]2C=3C=CC=C4NC=C(C[C@@H]12)C34)CNC(=S)NC(C3=CC=CC=C3)=O (6-Methyl-8α-(3-benzoyl-thioureidomethyl)-10β-ergoline). RXN SMILES: [C:1]([N:9]=[C:10]=[S:11])(=[O:8])[C:2]1[CH:7]=[CH:6][CH:5]=[CH:4][CH:3]=1.[NH2:12][CH2:13][C@H:14]1[CH2:28][C@@H:27]2[C@@H:17]([CH2:18][C:19]3[C:29]4[C:22](=[CH:23][CH:24]=[CH:25][C:26]2=4)[NH:21][CH:20]=3)[N:16]([CH3:30])[CH2:15]1>C(#N)C>[CH3:30][N:16]1[C@H:17]2[C@H:27]([C:26]3[CH:25]=[CH:24][CH:23]=[C:22]4[C:29]=3[C:19]([CH2:18]2)=[CH:20][NH:21]4)[CH2:28][C@H:14]([CH2:13][NH:12][C:10]([NH:9][C:1](=[O:8])[C:2]2[CH:7]=[CH:6][CH:5]=[CH:4][CH:3]=2)=[S:11])[CH2:15]1. Reported procedure: 1.05 ml of benzoyl isothiocyanate were added to a suspension of 2 g of 8α-aminomethyl-6-methyl-10β-ergoline in 22 ml of acetonitrile at 80° C. under shaking. The solution was refluxed for thirty minutes and then evaporated in vacuo to dryness. The residue was chromatographed on silica gel (eluant chloroform with 2% methanol) to give 2.2 g of the title compound, m.p. 153°-155° C., after crystallization from diethyl ether. The reactants are FC1=CC=C(CN2C(=CC3=CC(=CC=C23)S(=O)(=O)C)C2=NC=C(C=C2)C(=O)OC)C=C1 (1-(4-fluorobenzyl)-5-methanesulfonyl-2-(5-methoxycarbonylpyridin-2-yl)indole), [OH-].[K+] (potassium hydroxide), CO (methanol), Cl (hydrochloric acid). Solvent: O (water). Product: FC1=CC=C(CN2C(=CC3=CC(=CC=C23)S(=O)(=O)C)C2=NC=C(C=C2)C(=O)O)C=C1 (1-(4-Fluorobenzyl)-2-(5-carboxypyridin-2-yl)-5-methanesulfonylindole). Isolated yield 97.7%. RXN SMILES: [F:1][C:2]1[CH:31]=[CH:30][C:5]([CH2:6][N:7]2[C:15]3[C:10](=[CH:11][C:12]([S:16]([CH3:19])(=[O:18])=[O:17])=[CH:13][CH:14]=3)[CH:9]=[C:8]2[C:20]2[CH:25]=[CH:24][C:23]([C:26]([O:28]C)=[O:27])=[CH:22][N:21]=2)=[CH:4][CH:3]=1.[OH-].[K+].CO.Cl>O>[F:1][C:2]1[CH:3]=[CH:4][C:5]([CH2:6][N:7]2[C:15]3[C:10](=[CH:11][C:12]([S:16]([CH3:19])(=[O:17])=[O:18])=[CH:13][CH:14]=3)[CH:9]=[C:8]2[C:20]2[CH:25]=[CH:24][C:23]([C:26]([OH:28])=[O:27])=[CH:22][N:21]=2)=[CH:30][CH:31]=1 |f:1.2|. Procedure details: A mixture of 1-(4-fluorobenzyl)-5-methanesulfonyl-2-(5-methoxycarbonylpyridin-2-yl)indole (0.37 g), potassium hydroxide (0.12 g) and methanol (40 ml) was heated under reflux for 3 hours under nitrogen atmosphere. To the reaction solution was added water and the mixture was neutralized with hydrochloric acid. The precipitated crystal was filtered off. The resulting crude crystal was recrystallized (ethanol) to obtain 0.35 g of the desired product.